This data is from the Open Reaction Database (ORD), a public repository of structured organic reaction records. The task is: describe an organic reaction: reactants, conditions, products, and yield Reactants: O=C([O-])[O-], COc1ccc(-n2nc(C(C)C)cc2N)cc1, O=C(Cl)Oc1ccccc1, ClCCl, [K+], [K+]. Product: COc1ccc(-n2nc(C(C)C)cc2NC(=O)Oc2ccccc2)cc1. RXN SMILES: [C:18](=[O:19])([O-:20])[O-:21].[CH:1]([CH3:2])([CH3:3])[c:4]1[n:5][n:6](-[c:10]2[cH:11][cH:12][c:13]([O:16][CH3:17])[cH:14][cH:15]2)[c:7]([NH2:9])[cH:8]1.[Cl:24][C:25](=[O:26])[O:27][c:28]1[cH:29][cH:30][cH:31][cH:32][cH:33]1.[Cl:34][CH2:35][Cl:36].[K+:22].[K+:23]>>[CH:1]([CH3:2])([CH3:3])[c:4]1[n:5][n:6](-[c:10]2[cH:11][cH:12][c:13]([O:16][CH3:17])[cH:14][cH:15]2)[c:7]([NH:9][C:25](=[O:26])[O:27][c:28]2[cH:29][cH:30][cH:31][cH:32][cH:33]2)[cH:8]1. Starting materials: [Li]CCCC, CCCCCC=CCC[P+](c1ccccc1)(c1ccccc1)c1ccccc1, CC(C)(C=O)COC1CCCCO1, CN(C)P(=O)(N(C)C)N(C)C, [I-], C1CCOC1, C1CCOC1. The product is CCCCCC=CCC=CC(C)(C)COC1CCCCO1. Reaction SMILES: [CH2:1]([Li:2])[CH2:3][CH2:4][CH3:5].[CH2:7]([CH2:8][CH:9]=[CH:10][CH2:11][CH2:12][CH2:13][CH2:14][CH3:15])[P+:16]([c:17]1[cH:18][cH:19][cH:20][cH:21][cH:22]1)([c:23]1[cH:24][cH:25][cH:26][cH:27][cH:28]1)[c:29]1[cH:30][cH:31][cH:32][cH:33][cH:34]1.[CH3:35][C:36]([CH:37]=[O:38])([CH2:39][O:40][CH:41]1[O:42][CH2:43][CH2:44][CH2:45][CH2:46]1)[CH3:47].[CH3:48][N:49]([CH3:50])[P:51](=[O:52])([N:53]([CH3:54])[CH3:55])[N:56]([CH3:57])[CH3:58].[I-:6].[O:59]1[CH2:60][CH2:61][CH2:62][CH2:63]1.[O:64]1[CH2:65][CH2:66][CH2:67][CH2:68]1>>[CH:7]([CH2:8][CH:9]=[CH:10][CH2:11][CH2:12][CH2:13][CH2:14][CH3:15])=[CH:37][C:36]([CH3:35])([CH2:39][O:40][CH:41]1[O:42][CH2:43][CH2:44][CH2:45][CH2:46]1)[CH3:47]. Starting materials: [NH4+].[Cl-] (NH4Cl), [N+](=O)([O-])C1=C(C=C(C=C1)CC(=O)OCC)OCC(F)(F)F (Ethyl 2-(4-nitro-3-(2,2,2-trifluoroethoxy)phenyl)acetate), BrCCCBr (1,3-dibromopropane), [H-].[Na+] (NaH). Solvent: CN(C)C=O (DMF). Reaction conditions: temperature 25 celsius, time 0.5 hour. The product is [N+](=O)([O-])C1=C(C=C(C=C1)C1(CCC1)C(=O)OCC)OCC(F)(F)F (ethyl 1-(4-nitro-3-(2,2,2-trifluoroethoxy)phenyl)cyclobutanecarboxylate). The yield is 26.7%. RXN SMILES: [N+:1]([C:4]1[CH:9]=[CH:8][C:7]([CH2:10][C:11]([O:13][CH2:14][CH3:15])=[O:12])=[CH:6][C:5]=1[O:16][CH2:17][C:18]([F:21])([F:20])[F:19])([O-:3])=[O:2].[H-].[Na+].Br[CH2:25][CH2:26][CH2:27]Br.[NH4+].[Cl-]>CN(C=O)C>[N+:1]([C:4]1[CH:9]=[CH:8][C:7]([C:10]2([C:11]([O:13][CH2:14][CH3:15])=[O:12])[CH2:27][CH2:26][CH2:25]2)=[CH:6][C:5]=1[O:16][CH2:17][C:18]([F:19])([F:20])[F:21])([O-:3])=[O:2] |f:1.2,4.5|. Procedure: Ethyl 2-(4-nitro-3-(2,2,2-trifluoroethoxy)phenyl)acetate (3 g, 9.7 mmol) was dissolved in 50 mL anhydrous DMF, NaH (60% wt. in oil, 0.514 g, 10.7 mmol) was added at 0° C. The reaction mixture was stirred for 0.5 h at 25° C. and 1,3-dibromopropane (1.03 mL, 9.7 mmol) was added drop wise at 0° C. The reaction mixture was stirred at 0° C. for 1 h and saturated NH4Cl solution (10 mL) was added. The reaction mixture was extracted with EtOAc (3×20 mL) and the combined organic phases were washed with w... The reactants are FC1=C(C=C(C(=C1)F)F)[N+](=O)[O-] (2,4,5-trifluoronitrobenzene), FC=1C=C(CO)C=CC1 (3-fluorobenzylalcohol), COCCOCCN(CCOCCOC)CCOCCOC (tris[2-(2-methoxyethoxy)ethyl]amine), [OH-].[K+] (potassium hydroxide). The solvent is C(C)(=O)OCC (ethyl acetate), O (water). Conditions: temperature 100 celsius, time 10 minute. Product: FC1=C(C=C(C(=C1)[N+](=O)[O-])F)OCC1=CC(=CC=C1)F (1,4-difluoro-2-(3-fluorobenzyloxy)-5-nitro-benzene). The yield is 55.0%. Reaction SMILES: [F:1][C:2]1[CH:3]=[C:4]([CH:7]=[CH:8][CH:9]=1)[CH2:5][OH:6].COCCOCCN(CCOCCOC)CCOCCOC.[OH-].[K+].[F:34][C:35]1[CH:40]=[C:39](F)[C:38]([F:42])=[CH:37][C:36]=1[N+:43]([O-:45])=[O:44]>C(OCC)(=O)C.O>[F:42][C:38]1[CH:37]=[C:36]([N+:43]([O-:45])=[O:44])[C:35]([F:34])=[CH:40][C:39]=1[O:6][CH2:5][C:4]1[CH:7]=[CH:8][CH:9]=[C:2]([F:1])[CH:3]=1 |f:2.3|. Procedure details: A mixture of 2.35 g (18.6 mmol) of 3-fluorobenzylalcohol and 0.55 g (1.7 mmol) of tris[2-(2-methoxyethoxy)ethyl]amine is treated portionwise under stirring with 1.06 g (18.6 mmol) of potassium hydroxide. Stirring is continued for 10 min if necessary under slight heating to reach a homogenous reaction mixture. Thereafter, 3.0 g (16.9 mmol) of 2,4,5-trifluoronitrobenzene are added dropwise. The reaction mixture becomes solid and is heated to 100° C. for 2 hours. For the working-up, the mixture is ... Starting materials: CCOC(=O)CBr, CC(=O)c1cc2cc(O)c(Cl)c(Cl)c2s1, O=C([O-])[O-], CN(C)C=O, CCC(C)=O, [K+], [K+]. Yields the product CCOC(=O)COc1cc2cc(C(C)=O)sc2c(Cl)c1Cl. Reaction SMILES: [Br:16][CH2:17][C:18](=[O:19])[O:20][CH2:21][CH3:22].[C:1]([CH3:2])(=[O:3])[c:4]1[cH:5][c:6]2[c:7]([s:8]1)[c:9]([Cl:15])[c:10]([Cl:14])[c:11]([OH:13])[cH:12]2.[C:23](=[O:24])([O-:25])[O-:26].[CH3:29][N:30]([CH3:31])[CH:32]=[O:33].[CH3:34][C:35](=[O:36])[CH2:37][CH3:38].[K+:27].[K+:28]>>[C:1]([CH3:2])(=[O:3])[c:4]1[cH:5][c:6]2[c:7]([s:8]1)[c:9]([Cl:15])[c:10]([Cl:14])[c:11]([O:13][CH2:17][C:18](=[O:19])[O:20][CH2:21][CH3:22])[cH:12]2. Reactants: C(C1=CC=CC=C1)C1=C(C2=C(S1)C=CC=C2)C2=CC=C(C=C2)C2=CC(=C(C(=C2)Br)O)Br (4′-(2-benzyl-benzo[b]thiophen-3-yl)-3,5-dibromo-biphenyl-4-ol), ClS(=O)(=O)C1=CC(=C(C(=O)O)C=C1)O (4-chlorosulfonyl-2-hydroxy-benzoic acid). The product is C(C1=CC=CC=C1)C1=C(C2=C(S1)C=CC=C2)C2=CC=C(C=C2)C2=CC(=C(C(=C2)Br)OS(=O)(=O)C2=CC(=C(C(=O)O)C=C2)O)Br (4-[4′-(2-Benzyl-benzo[b]thiophen-3-yl)-3,5-dibromo-biphenyl-4-yloxysulfonyl]-2-hydroxy-benzoic acid). As a reaction SMILES: [CH2:1]([C:8]1[S:12][C:11]2[CH:13]=[CH:14][CH:15]=[CH:16][C:10]=2[C:9]=1[C:17]1[CH:22]=[CH:21][C:20]([C:23]2[CH:28]=[C:27]([Br:29])[C:26]([OH:30])=[C:25]([Br:31])[CH:24]=2)=[CH:19][CH:18]=1)[C:2]1[CH:7]=[CH:6][CH:5]=[CH:4][CH:3]=1.Cl[S:33]([C:36]1[CH:44]=[CH:43][C:39]([C:40]([OH:42])=[O:41])=[C:38]([OH:45])[CH:37]=1)(=[O:35])=[O:34]>>[CH2:1]([C:8]1[S:12][C:11]2[CH:13]=[CH:14][CH:15]=[CH:16][C:10]=2[C:9]=1[C:17]1[CH:18]=[CH:19][C:20]([C:23]2[CH:28]=[C:27]([Br:29])[C:26]([O:30][S:33]([C:36]3[CH:44]=[CH:43][C:39]([C:40]([OH:42])=[O:41])=[C:38]([OH:45])[CH:37]=3)(=[O:35])=[O:34])=[C:25]([Br:31])[CH:24]=2)=[CH:21][CH:22]=1)[C:2]1[CH:3]=[CH:4][CH:5]=[CH:6][CH:7]=1. Procedure details: The title compound was prepared from 4′-(2-benzyl-benzo[b]thiophen-3-yl)-3,5-dibromo-biphenyl-4-ol and 4-chlorosulfonyl-2-hydroxy-benzoic acid, in substantially the same manner, as described in Example 1 step g, and was obtained as white solid, mp 192-194° C.; MS m/e 747 (M−H)+;